Dataset: the Open Reaction Database (ORD), a public repository of structured organic reaction records. Task: describe an organic reaction: reactants, conditions, products, and yield Starting materials: COC1=C(C=CC=C1)C1=CNC2=NC=C(C=C21)C2=CC(=NC=N2)C(C(=O)N(C)C)=O (2-{6-[3-(2-Methoxy-phenyl)-1H-pyrrolo[2,3-b]pyridin-5-yl]-pyrimidin-4-yl}-N,N-dimethyl-2-oxo-acetamide), [BH4-].[Na+] (sodium borohydride). Run in C(C)O (ethanol). Yields the product OC(C(=O)N(C)C)C1=NC=NC(=C1)C=1C=C2C(=NC1)NC=C2C2=C(C=CC=C2)OC (2-hydroxy-2-{6-[3-(2-methoxy-phenyl)-1H-pyrrolo[2,3-b]pyridin-5-yl]-pyrimidin-4-yl}-N,N-dimethyl-acetamide). Reaction SMILES: [CH3:1][O:2][C:3]1[CH:8]=[CH:7][CH:6]=[CH:5][C:4]=1[C:9]1[C:17]2[C:12](=[N:13][CH:14]=[C:15]([C:18]3[N:23]=[CH:22][N:21]=[C:20]([C:24](=[O:30])[C:25]([N:27]([CH3:29])[CH3:28])=[O:26])[CH:19]=3)[CH:16]=2)[NH:11][CH:10]=1.[BH4-].[Na+]>C(O)C>[OH:30][CH:24]([C:20]1[CH:19]=[C:18]([C:15]2[CH:16]=[C:17]3[C:9]([C:4]4[CH:5]=[CH:6][CH:7]=[CH:8][C:3]=4[O:2][CH3:1])=[CH:10][NH:11][C:12]3=[N:13][CH:14]=2)[N:23]=[CH:22][N:21]=1)[C:25]([N:27]([CH3:28])[CH3:29])=[O:26] |f:1.2|. Reported procedure: A solution of 2-{6-[3-(2-Methoxy-phenyl)-1H-pyrrolo[2,3-b]pyridin-5-yl]-pyrimidin-4-yl}-N,N-dimethyl-2-oxo-acetamide (25 mg, 0.062 mmole), in ethanol (0.4 mL), was cooled to 0° C. in an ice bath and sodium borohydride (7 mg, 0.186 mmole) added in one portion. The solution was removed from the cooling bath, maintained at ambient temperature for 15 min, heated to 50° C., and maintained for an additional 15 min. After cooling to ambient temperature, water (0.2 mL) was added followed by saturated am... The reactants are CC(C)(C)OC(=O)CN(C)C1=CC(=C(C=C1)N)OC, C1=CN2C(=CN=C2C(=C1)F)C3=NC(=NC=C3Cl)Cl. Reagents/catalysts: [O-]P(=O)([O-])[O-].[K+].[K+].[K+], C1=CC=C(C=C1)P(C2=CC=CC=C2)C3=C(C4=CC=CC=C4C=C3)C5=C(C=CC6=CC=CC=C65)P(C7=CC=CC=C7)C8=CC=CC=C8, CC(=O)O.CC(=O)O.[Pd]. The solvent is C1COCCO1. Run at temperature 100 celsius. Yields the product CC(C)(C)OC(=O)CN(C)C1=CC(=C(C=C1)NC2=NC=C(C(=N2)C3=CN=C4N3C=CC=C4F)Cl)OC. The yield is 43.0%. Reported procedure: A microwave tube was charged with diacetoxypalladium (11.18 mg, 0.05 mmol), potassium phosphate (529 mg, 2.49 mmol),2,2'-bis(diphenylphosphino)-1,1'-binaphthyl (62.0 mg, 0.10 mmol), 3-(2,5-dichloropyrimidin-4-yl)-8-fluoroimidazo[1,2-a]pyridine (282 mg, 1.00 mmol) purged with nitrogen. Dioxane (4.5 ml) was added followed by tert-butyl 2-((4-amino-3-methoxyphenyl)(methyl)amino)acetate (292 mg, 1.10 mmol). The resulting suspension was purged again and was heated at 100 °C for 1h30.  After cooling, ... Yields the product O=Cc1cccc(-c2ccccc2Br)n1. RXN SMILES: [Br:1][c:2]1[c:3](-[c:8]2[cH:9][cH:10][cH:11][c:12]([CH3:14])[n:13]2)[cH:4][cH:5][cH:6][cH:7]1.[CH2:18]1[O:19][CH2:20][CH2:21][O:22][CH2:23]1.[Se:15](=[O:16])=[O:17]>>[Br:1][c:2]1[c:3](-[c:8]2[cH:9][cH:10][cH:11][c:12]([CH:14]=[O:16])[n:13]2)[cH:4][cH:5][cH:6][cH:7]1. Reactants: Cc1cccc(-c2ccccc2Br)n1, C1COCCO1, O=[Se]=O. Starting materials: CCN(CC)C(=O)Oc1ccccc1 (substrate), CC3(C)COB(c1cccc2ccccc12)OC3 (effective_coupling_partner). The reagents and catalysts are I(2-Ad). Conditions: temperature 150 celsius, time 20 hour. Yields the product c3ccc(c1cccc2ccccc12)cc3. Starting materials: O=C(O)C(F)(F)F, CC(C)(C)OC(=O)N1CCC(Oc2cc(N3CCOCC3)ccc2C(=O)Nc2ccccc2C(=O)Nc2ccc(Cl)cn2)CC1. The product is O=C(Nc1ccc(Cl)cn1)c1ccccc1NC(=O)c1ccc(N2CCOCC2)cc1OC1CCNCC1. Reaction SMILES: [F:46][C:47]([F:48])([F:49])[C:50]([OH:51])=[O:52].[O:1]1[CH2:2][CH2:3][N:4]([c:7]2[cH:8][c:9]([O:32][CH:33]3[CH2:34][CH2:35][N:36]([C:39]([O:40][C:41]([CH3:42])([CH3:43])[CH3:44])=[O:45])[CH2:37][CH2:38]3)[c:10]([C:11](=[O:12])[NH:13][c:14]3[c:15]([C:16](=[O:17])[NH:18][c:19]4[n:20][cH:21][c:22]([Cl:25])[cH:23][cH:24]4)[cH:26][cH:27][cH:28][cH:29]3)[cH:30][cH:31]2)[CH2:5][CH2:6]1>>[O:1]1[CH2:2][CH2:3][N:4]([c:7]2[cH:8][c:9]([O:32][CH:33]3[CH2:34][CH2:35][NH:36][CH2:37][CH2:38]3)[c:10]([C:11](=[O:12])[NH:13][c:14]3[c:15]([C:16](=[O:17])[NH:18][c:19]4[n:20][cH:21][c:22]([Cl:25])[cH:23][cH:24]4)[cH:26][cH:27][cH:28][cH:29]3)[cH:30][cH:31]2)[CH2:5][CH2:6]1.